Dataset: the Open Reaction Database (ORD), a public repository of structured organic reaction records. Task: describe an organic reaction: reactants, conditions, products, and yield Starting materials: CO (methanol), [OH-].[Na+] (NaOH), ClC1(OCC2=NC=CC=C21)C2=NC(=CC(=N2)OC)OC (5-chloro-5-(4,6-dimethoxy-2-pyrimidinyl)-furo[3,4,b]pyridine), Cl (HCl). Conditions: time 0.5 hour. The product is COC1=NC(=NC(=C1)OC)C(=O)C=1C(=NC=CC1)C(=O)O (3-[(4,6-dimethoxy-2-pyrimidinyl)carbonyl]-pyridine-2-carboxylic acid). As a reaction SMILES: [OH-:1].[Na+].Cl[C:4]1([C:13]2[N:18]=[C:17]([O:19][CH3:20])[CH:16]=[C:15]([O:21][CH3:22])[N:14]=2)[C:12]2[C:7](=[N:8][CH:9]=[CH:10][CH:11]=2)[CH2:6][O:5]1.Cl.C[OH:25]>>[CH3:22][O:21][C:15]1[CH:16]=[C:17]([O:19][CH3:20])[N:18]=[C:13]([C:4]([C:12]2[C:7]([C:6]([OH:25])=[O:5])=[N:8][CH:9]=[CH:10][CH:11]=2)=[O:1])[N:14]=1 |f:0.1|. Reported procedure: 0.208 g of 50% NaOH is added at 55° to a solution of 0.551 g of 5-chloro-5-(4,6-dimethoxy-2-pyrimidinyl)-furo[3,4,b]pyridine (Table B, cpd. no. 68) in 50 ml methanol. The mixture stirred for a further 1/2 hr at 55°, cooled in an ice-bath, acidified with 1 ml of concentrated HCl and the solvent evaporated. The residue is partitioned between 50 ml of CH2Cl2 and 50 ml H2O and the CH2Cl2 layer concentrated to give 0.39 g of the title product as a white solid, m.p. 71°-73° C.